From a dataset of the Open Reaction Database (ORD), a public repository of structured organic reaction records. describe an organic reaction: reactants, conditions, products, and yield The reactants are C1CCOC1, CI, CCOC(C)=O, [H-], O=[N+]([O-])c1cccc2[nH]ccc12, [Na+], O. Yields the product Cn1ccc2c([N+](=O)[O-])cccc21. RXN SMILES: [CH2:18]1[O:19][CH2:20][CH2:21][CH2:22]1.[CH3:15][I:16].[CH3:23][CH2:24][O:25][C:26](=[O:27])[CH3:28].[H-:14].[N+:1](=[O:2])([O-:3])[c:4]1[c:5]2[cH:6][cH:7][nH:8][c:9]2[cH:10][cH:11][cH:12]1.[Na+:13].[OH2:17]>>[N+:1](=[O:2])([O-:3])[c:4]1[c:5]2[cH:6][cH:7][n:8]([CH3:15])[c:9]2[cH:10][cH:11][cH:12]1.